This data is from the Open Reaction Database (ORD), a public repository of structured organic reaction records. The task is: describe an organic reaction: reactants, conditions, products, and yield The reactants are COC(=O)CC(O)C(NC(=O)OCc1ccccc1)C(C)C, ClCCl, CC(C)[Si](OS(=O)(=O)C(F)(F)F)(C(C)C)C(C)C, Cc1cccc(C)n1. The product is COC(=O)CC(O[Si](C(C)C)(C(C)C)C(C)C)C(NC(=O)OCc1ccccc1)C(C)C. RXN SMILES: [CH3:1][O:2][C:3]([CH2:4][CH:5]([CH:6]([CH:7]([CH3:8])[CH3:9])[NH:10][C:11](=[O:12])[O:13][CH2:14][c:15]1[cH:16][cH:17][cH:18][cH:19][cH:20]1)[OH:21])=[O:22].[Cl:49][CH2:50][Cl:51].[S:31]([O:32][Si:39]([CH:40]([CH3:41])[CH3:42])([CH:43]([CH3:44])[CH3:45])[CH:46]([CH3:47])[CH3:48])([C:33]([F:34])([F:35])[F:36])(=[O:37])=[O:38].[n:23]1[c:24]([CH3:25])[cH:26][cH:27][cH:28][c:29]1[CH3:30]>>[CH3:1][O:2][C:3]([CH2:4][CH:5]([CH:6]([CH:7]([CH3:8])[CH3:9])[NH:10][C:11](=[O:12])[O:13][CH2:14][c:15]1[cH:16][cH:17][cH:18][cH:19][cH:20]1)[O:21][Si:39]([CH:40]([CH3:41])[CH3:42])([CH:43]([CH3:44])[CH3:45])[CH:46]([CH3:47])[CH3:48])=[O:22]. Starting materials: C=CCc1cc(NC(=O)C(F)(F)F)cc(CC=C)c1C, CCO, [Na+], [OH-]. The product is C=CCc1cc(N)cc(CC=C)c1C. As a reaction SMILES: [CH2:1]([CH:2]=[CH2:3])[c:4]1[cH:5][c:6]([NH:14][C:15](=[O:16])[C:17]([F:18])([F:19])[F:20])[cH:7][c:8]([CH2:11][CH:12]=[CH2:13])[c:9]1[CH3:10].[CH3:23][CH2:24][OH:25].[Na+:22].[OH-:21]>>[CH2:1]([CH:2]=[CH2:3])[c:4]1[cH:5][c:6]([NH2:14])[cH:7][c:8]([CH2:11][CH:12]=[CH2:13])[c:9]1[CH3:10].